This data is from the Open Reaction Database (ORD), a public repository of structured organic reaction records. The task is: describe an organic reaction: reactants, conditions, products, and yield The reactants are [Al+3], CC(=O)Cl, CC(C)(C)c1ccc2c(c1)C(C)(C)CC2, CCCCCC, [Cl-], [Cl-], [Cl-], O. The product is CC(=O)c1cc(C(C)(C)C)cc2c1CCC2(C)C. RXN SMILES: [Al+3:21].[CH3:16][C:17]([Cl:18])=[O:19].[CH3:1][C:2]1([CH3:15])[CH2:3][CH2:4][c:5]2[cH:6][cH:7][c:8]([C:11]([CH3:12])([CH3:13])[CH3:14])[cH:9][c:10]21.[CH3:24][CH2:25][CH2:26][CH2:27][CH2:28][CH3:29].[Cl-:20].[Cl-:22].[Cl-:23].[OH2:30]>>[CH3:1][C:2]1([CH3:15])[CH2:3][CH2:4][c:5]2[c:6]([C:17]([CH3:16])=[O:19])[cH:7][c:8]([C:11]([CH3:12])([CH3:13])[CH3:14])[cH:9][c:10]21.